From a dataset of the Open Reaction Database (ORD), a public repository of structured organic reaction records. describe an organic reaction: reactants, conditions, products, and yield Reactants: C(C)(=O)OCC (ethyl acetate), ClCC=1N=C(OC1)C(C)C (4-chloromethyl-2-isopropyl-1,3-oxazole), P(OCC)(OCC)OCC (triethyl phosphite). Solvent: C(C)(=O)OCC.C(C)O (ethyl acetate ethanol). Run at temperature 160 celsius, time 16 hour. The product is C(C)(C)C=1OC=C(N1)CP(OCC)(OCC)=O (diethyl [(2-isopropyl-1,3-oxazol-4-yl)methyl]phosphonate). Isolated yield 91.1%. RXN SMILES: Cl[CH2:2][C:3]1[N:4]=[C:5]([CH:8]([CH3:10])[CH3:9])[O:6][CH:7]=1.[P:11]([O:18]CC)([O:15][CH2:16][CH3:17])[O:12][CH2:13][CH3:14].C(OCC)(=O)C>C(OCC)(=O)C.C(O)C>[CH:8]([C:5]1[O:6][CH:7]=[C:3]([CH2:2][P:11](=[O:18])([O:15][CH2:16][CH3:17])[O:12][CH2:13][CH3:14])[N:4]=1)([CH3:10])[CH3:9] |f:3.4|. Reported procedure: A mixture of 4-chloromethyl-2-isopropyl-1,3-oxazole (1.12 g) and triethyl phosphite (2.57 g) was stirred at 160° C. for 16 hrs. Excess triethyl phosphite was evaporated under reduced pressure. The residue was subjected to silica gel column chromatography and eluted with ethyl acetate-hexane (1:1, v/v), ethyl acetate, then ethyl acetate-ethanol (10:1, v/v) to give diethyl [(2-isopropyl-1,3-oxazol-4-yl)methyl]phosphonate as a colorless oil (1.67 g, yield 91%). The reactants are C[P+](C)(C)CC#N, CCC#N, CCN(C(C)C)C(C)C, CNC(=O)c1ccc(N2CCNCC2)c(F)c1, [I-], O=c1[nH]c2cc(CO)cnc2c2cccn12. Product: CNC(=O)c1ccc(N2CCN(Cc3cnc4c(c3)[nH]c(=O)n3cccc43)CC2)c(F)c1. Reaction SMILES: [C:35]([CH2:36][P+:37]([CH3:38])([CH3:39])[CH3:40])#[N:41].[C:51](#[N:52])[CH2:53][CH3:54].[CH2:42]([N:43]([CH:44]([CH3:45])[CH3:46])[CH:47]([CH3:48])[CH3:49])[CH3:50].[F:17][c:18]1[cH:19][c:20]([C:21](=[O:22])[NH:23][CH3:24])[cH:25][cH:26][c:27]1[N:28]1[CH2:29][CH2:30][NH:31][CH2:32][CH2:33]1.[I-:34].[OH:1][CH2:2][c:3]1[cH:4][c:5]2[c:6]([c:7]3[n:8]([c:9](=[O:11])[nH:10]2)[cH:12][cH:13][cH:14]3)[n:15][cH:16]1>>[CH2:2]([c:3]1[cH:4][c:5]2[c:6]([c:7]3[n:8]([c:9](=[O:11])[nH:10]2)[cH:12][cH:13][cH:14]3)[n:15][cH:16]1)[N:31]1[CH2:30][CH2:29][N:28]([c:27]2[c:18]([F:17])[cH:19][c:20]([C:21](=[O:22])[NH:23][CH3:24])[cH:25][cH:26]2)[CH2:33][CH2:32]1. Solvent: 2. Isolated yield 78.9%. Procedure: The recombinant E. coli HB101(pNTS1G) obtained in Example 10 was inoculated in 100 ml of a 2×YT medium sterilized in a 500 ml Sakaguchi flask, and cultured with agitation at 37° C. for 13 hours. Glucose, 7.4 g, 3.2 mg of NADP, and then 4 g of ethyl 4-hydroxyacetoacetate were added to 50 ml of the resultant culture. The culture was stirred at 30° C. while being adjusted at pH 6.5 with a 5 M sodium hydroxide solution to allow for reaction for 18 hours. After the reaction, the reaction solution was... Reaction SMILES: O=C[C@@H]([C@H]([C@@H]([C@@H](CO)O)O)O)O.C1C=[N+]([C@@H]2O[C@H](COP(OP(OC[C@H]3O[C@@H](N4C5N=CN=C(N)C=5N=C4)[C@H](OP(O)(O)=O)[C@@H]3O)(O)=O)(O)=O)[C@@H](O)[C@H]2O)C=C(C(N)=O)C=1.[OH:61][CH2:62][C:63](=[O:70])[CH2:64][C:65]([O:67][CH2:68][CH3:69])=[O:66].[OH-].[Na+]>>[OH:70][C@H:63]([CH2:62][OH:61])[CH2:64][C:65]([O:67][CH2:68][CH3:69])=[O:66] |f:3.4|. Reaction conditions: temperature 30 celsius, time 13 hour. Yields the product O[C@@H](CC(=O)OCC)CO (ethyl (S) -3,4-dihydroxybutyrate). Starting materials: O=C[C@H](O)[C@@H](O)[C@H](O)[C@H](O)CO (Glucose), C1=CC(=C[N+](=C1)[C@H]2[C@@H]([C@@H]([C@H](O2)COP(=O)(O)OP(=O)(O)OC[C@@H]3[C@H]([C@H]([C@@H](O3)N4C=NC5=C4N=CN=C5N)OP(=O)(O)O)O)O)O)C(=O)N (NADP), OCC(CC(=O)OCC)=O (ethyl 4-hydroxyacetoacetate), [OH-].[Na+] (sodium hydroxide). Starting materials: CO, [Li+], [OH-], CC(=O)OCCc1c(C(C2=C(O)C(C(C)C)NC2=O)c2ccccc2)[nH]c2ccccc12. Product: CC(C)C1NC(=O)C(C(c2ccccc2)c2[nH]c3ccccc3c2CCO)=C1O. RXN SMILES: [CH3:35][OH:36].[Li+:34].[OH-:33].[OH:1][C:2]1=[C:3]([CH:11]([c:12]2[nH:13][c:14]3[cH:15][cH:16][cH:17][cH:18][c:19]3[c:20]2[CH2:21][CH2:22][O:23][C:24](=[O:25])[CH3:26])[c:27]2[cH:28][cH:29][cH:30][cH:31][cH:32]2)[C:4](=[O:10])[NH:5][CH:6]1[CH:7]([CH3:8])[CH3:9]>>[OH:1][C:2]1=[C:3]([CH:11]([c:12]2[nH:13][c:14]3[cH:15][cH:16][cH:17][cH:18][c:19]3[c:20]2[CH2:21][CH2:22][OH:23])[c:27]2[cH:28][cH:29][cH:30][cH:31][cH:32]2)[C:4](=[O:10])[NH:5][CH:6]1[CH:7]([CH3:8])[CH3:9]. Reactants: ClCC(=O)Cl (Chloro-acetyl chloride), NC1=CC2=C(OC3=C(S(C2)(=O)=O)C=C(C=C3C)C(=O)O)C(=C1)Cl (2-Amino-4-chloro-6-methyl-10,10-dioxo-10,11-dihydro-5-oxa-10lambda*6*-thia-dibenzo[a,d]cycloheptene-8-carboxylic acid), N1=CC=CC=C1 (pyridine). The solvent is C(Cl)Cl (CH2Cl2). Run at time 2 hour. Product: COC(=O)C=1C=C(C2=C(S(CC3=C(O2)C(=CC(=C3)NC(CCl)=O)Cl)(=O)=O)C1)C (4-Chloro-2-(2-chloro-acetylamino)-6-methyl-10,10-dioxo-10,11-dihydro-5-oxa-10lambda*6*-thia-dibenzo[a,d]cycloheptene-8-carboxylic acid methyl ester). As a reaction SMILES: [Cl:1][CH2:2][C:3](Cl)=[O:4].[NH2:6][C:7]1[CH:27]=[C:26]([Cl:28])[C:10]2[O:11][C:12]3[C:21]([CH3:22])=[CH:20][C:19]([C:23]([OH:25])=[O:24])=[CH:18][C:13]=3[S:14](=[O:17])(=[O:16])[CH2:15][C:9]=2[CH:8]=1.N1C=CC=C[CH:30]=1>C(Cl)Cl>[CH3:30][O:24][C:23]([C:19]1[CH:20]=[C:21]([CH3:22])[C:12]2[O:11][C:10]3[C:26]([Cl:28])=[CH:27][C:7]([NH:6][C:3](=[O:4])[CH2:2][Cl:1])=[CH:8][C:9]=3[CH2:15][S:14](=[O:16])(=[O:17])[C:13]=2[CH:18]=1)=[O:25]. Reported procedure: Chloro-acetyl chloride (3.3 mL, 40.8 mmol) was added with stirring to a solution of the ester of Example 35j (5 g, 13.6 mmol) in CH2Cl2 (100 mL) at 15° C., followed by addition of pyridine (6.6 mL, 81.6 mmol). The reaction mixture was stirred for 2 h, concentrated, treated with water and the solid that precipitated was filtered and purified by refluxing it with stirring in ethyl acetate for 0.5 h. The solid was filtered and dried to obtain the title compound. Yield: 5.5 g, (90.9%); 1H NMR (DMSO-... Starting materials: [OH-].[Na+] (sodium hydroxide), C(C)(C)(C)OC(=O)N1CC=2N(C3=CC=CC=C3C2CC1)CC(=O)OC (2-t-butoxycarbonyl-9-methoxycarbonylmethyl-2,3,4,9-tetrahydro-1H-pyrido[3,4-b]indole). The solvent is CO (Methanol). Reaction conditions: time 2 hour. Product: C(C)(C)(C)OC(=O)N1CC=2N(C3=CC=CC=C3C2CC1)CC(=O)O (2-t-butoxycarbonyl-9-carboxymethyl-2,3,4,9-tetrahydro-1H-pyrido[3,4-b]indole). Isolated yield 74.4%. RXN SMILES: [OH-].[Na+].[C:3]([O:7][C:8]([N:10]1[CH2:22][CH2:21][C:20]2[C:19]3[C:14](=[CH:15][CH:16]=[CH:17][CH:18]=3)[N:13]([CH2:23][C:24]([O:26]C)=[O:25])[C:12]=2[CH2:11]1)=[O:9])([CH3:6])([CH3:5])[CH3:4]>CO>[C:3]([O:7][C:8]([N:10]1[CH2:22][CH2:21][C:20]2[C:19]3[C:14](=[CH:15][CH:16]=[CH:17][CH:18]=3)[N:13]([CH2:23][C:24]([OH:26])=[O:25])[C:12]=2[CH2:11]1)=[O:9])([CH3:6])([CH3:4])[CH3:5] |f:0.1|. Procedure: Methanol (100 ml) and sodium hydroxide solution (1 N, 22 mmol) were added to 2-t-butoxycarbonyl-9-methoxycarbonylmethyl-2,3,4,9-tetrahydro-1H-pyrido[3,4-b]indole (7.42 g, 21.5 mmol) and stirred at room temperature for 2 hours, the solvent was removed by evaporation under a reduced pressure, the thus obtained oily material was dissolved in ethyl acetate (100 ml) and then the ethyl acetate layer was washed with water, dried with anhydrous sodium sulfate and concentrated under a reduced pressure. T... Reactants: BrC1=CC=C2C(C(NCC2=C1)=O)=CN(C)C (7-bromo-4-dimethylaminomethylene-1,4-dihydro-2H-isoquinolin-3-one), COC1=CC=C(C=C1)N (4-anisidine). Procedure: To a suspension of crude 7-bromo-4-dimethylaminomethylene-1,4-dihydro-2H-isoquinolin-3-one (400 mg, 1.43 mmol) in N,N-dimethylformamide (250 mL) is added 4-anisidine (193 mg, 1.57 mmol). The reaction mixture is shaken at 115° C. for 1.5 hours. The reaction mixture is filtered and the filtrate is purified by Prep. HPLC. The pure fractions were combined and concentrated to yield 114 mg of 7-Bromo-4-[(4-methoxy-phenylamino)-methylene]-1,4-dihydro-2H-isoquinolin-3-one. The product is BrC1=CC=C2C(C(NCC2=C1)=O)=CNC1=CC=C(C=C1)OC (7-Bromo-4-[(4-methoxy-phenylamino)-methylene]-1,4-dihydro-2H-isoquinolin-3-one). As a reaction SMILES: [Br:1][C:2]1[CH:11]=[C:10]2[C:5]([C:6](=[CH:13][N:14]([CH3:16])C)[C:7](=[O:12])[NH:8][CH2:9]2)=[CH:4][CH:3]=1.[CH3:17][O:18][C:19]1[CH:24]=[CH:23]C(N)=[CH:21][CH:20]=1>CN(C)C=O>[Br:1][C:2]1[CH:11]=[C:10]2[C:5]([C:6](=[CH:13][NH:14][C:16]3[CH:23]=[CH:24][C:19]([O:18][CH3:17])=[CH:20][CH:21]=3)[C:7](=[O:12])[NH:8][CH2:9]2)=[CH:4][CH:3]=1. The yield is 22.2%. Conditions: temperature 115 celsius, time 1.5 hour. Run in CN(C=O)C (N,N-dimethylformamide).